The task is: describe an organic reaction: reactants, conditions, products, and yield. This data is from the Open Reaction Database (ORD), a public repository of structured organic reaction records. Starting materials: CN(C1CC=C(CC1)C=1C(=C(C=CC1)NC(C1=CC=C(C=C1)F)=O)F)C (N-(3-(4-dimethylamino-cyclohex-1-enyl)-2-fluoro-phenyl)-4-fluoro-benzamide), Cl (HCl). The solvent is C(Cl)Cl (DCM), C(C)OCC (ethyl ether). Yields the product Cl.CN(C1CC=C(CC1)C=1C(=C(C=CC1)NC(C1=CC=C(C=C1)F)=O)F)C (N-(3-(4-Dimethylamino-cyclohex-1-enyl)-2-fluoro-phenyl)-4-fluoro-benzamide hydrochloride salt). RXN SMILES: [CH3:1][N:2]([CH3:26])[CH:3]1[CH2:8][CH2:7][C:6]([C:9]2[C:10]([F:25])=[C:11]([NH:15][C:16](=[O:24])[C:17]3[CH:22]=[CH:21][C:20]([F:23])=[CH:19][CH:18]=3)[CH:12]=[CH:13][CH:14]=2)=[CH:5][CH2:4]1.[ClH:27]>C(Cl)Cl.C(OCC)C>[ClH:27].[CH3:1][N:2]([CH3:26])[CH:3]1[CH2:8][CH2:7][C:6]([C:9]2[C:10]([F:25])=[C:11]([NH:15][C:16](=[O:24])[C:17]3[CH:22]=[CH:21][C:20]([F:23])=[CH:19][CH:18]=3)[CH:12]=[CH:13][CH:14]=2)=[CH:5][CH2:4]1 |f:4.5|. Procedure: Dissolve N-(3-(4-dimethylamino-cyclohex-1-enyl)-2-fluoro-phenyl)-4-fluoro-benzamide (0.115 g) in DCM, add 1N HCl in ethyl ether (0.35 mL), evaporate to give the title compound. Reactants: FC(COC1=C(C(=O)OC)C=CC=C1)(F)F (Methyl 2-(2,2,2-trifluoroethoxy)benzoate), [OH-].[K+] (potassium hydroxide), alcohol. Solvent: O (water). The product is FC(COC1=C(C(=O)O)C=CC=C1)(F)F (2-(2,2,2-Trifluoroethoxy)benzoic Acid). RXN SMILES: [F:1][C:2]([F:16])([F:15])[CH2:3][O:4][C:5]1[CH:14]=[CH:13][CH:12]=[CH:11][C:6]=1[C:7]([O:9]C)=[O:8].[OH-].[K+]>O>[F:1][C:2]([F:15])([F:16])[CH2:3][O:4][C:5]1[CH:14]=[CH:13][CH:12]=[CH:11][C:6]=1[C:7]([OH:9])=[O:8] |f:1.2|. Procedure: Methyl 2-(2,2,2-trifluoroethoxy)benzoate (8 g., 34.2 mmoles) potassium hydroxide (3.3 g., 350 mmoles), water (50 ml.) and alcohol (25 ml.) are heated together under reflux for 1.5 hours, and distilled until ca. 25 ml. of distillate is removed. The cooled residue is acidified (pH 3) and the resulting white solid is collected and recrystallized (aqueous alcohol) to give fluffy white solid, m.p. 85°-86.5° C. The reactants are C1CCOC1, Cc1ccccc1, Nc1ccc2c(c1)S(=O)(=O)NC(C1CCCCC1)=N2. Yields the product Nc1ccc2c(c1)S(=O)(=O)NC(C1CCCCC1)N2. Reaction SMILES: [CH2:27]1[O:28][CH2:29][CH2:30][CH2:31]1.[CH3:20][c:21]1[cH:22][cH:23][cH:24][cH:25][cH:26]1.[NH2:1][c:2]1[cH:3][c:4]2[c:5]([cH:18][cH:19]1)[N:6]=[C:7]([CH:12]1[CH2:13][CH2:14][CH2:15][CH2:16][CH2:17]1)[NH:8][S:9]2(=[O:10])=[O:11]>>[NH2:1][c:2]1[cH:3][c:4]2[c:5]([cH:18][cH:19]1)[NH:6][CH:7]([CH:12]1[CH2:13][CH2:14][CH2:15][CH2:16][CH2:17]1)[NH:8][S:9]2(=[O:10])=[O:11]. Reactants: C#CCNC, Cc1cnc(C)n2c1c(CCCl)c1ccccc12, C1CCOC1, O. Product: C#CCN(C)CCc1c2ccccc2n2c(C)ncc(C)c12. Reaction SMILES: [CH3:19][NH:20][CH2:21][C:22]#[CH:23].[Cl:1][CH2:2][CH2:3][c:4]1[c:5]2[n:6]([c:7]3[cH:8][cH:9][cH:10][cH:11][c:12]13)[c:13]([CH3:18])[n:14][cH:15][c:16]2[CH3:17].[O:25]1[CH2:26][CH2:27][CH2:28][CH2:29]1.[OH2:24]>>[CH2:2]([CH2:3][c:4]1[c:5]2[n:6]([c:7]3[cH:8][cH:9][cH:10][cH:11][c:12]13)[c:13]([CH3:18])[n:14][cH:15][c:16]2[CH3:17])[N:20]([CH3:19])[CH2:21][C:22]#[CH:23]. Starting materials: COc1cccc(Oc2c(NS(=O)(=O)c3ccc(C(C)(C)C)cc3)nc(C=O)nc2OCCOC(C)=O)c1, [K+], O=[Mn](=O)(=O)[O-], c1ccccc1. The product is COc1cccc(Oc2c(NS(=O)(=O)c3ccc(C(C)(C)C)cc3)nc(C(=O)O)nc2OCCOC(C)=O)c1. As a reaction SMILES: [C:1]([CH3:2])(=[O:3])[O:4][CH2:5][CH2:6][O:7][c:8]1[n:9][c:10]([CH:37]=[O:38])[n:11][c:12]([NH:23][S:24](=[O:25])(=[O:26])[c:27]2[cH:28][cH:29][c:30]([C:33]([CH3:34])([CH3:35])[CH3:36])[cH:31][cH:32]2)[c:13]1[O:14][c:15]1[cH:16][c:17]([O:21][CH3:22])[cH:18][cH:19][cH:20]1.[K+:44].[Mn:39](=[O:40])([O-:41])(=[O:42])=[O:43].[cH:45]1[cH:46][cH:47][cH:48][cH:49][cH:50]1>>[C:1]([CH3:2])(=[O:3])[O:4][CH2:5][CH2:6][O:7][c:8]1[n:9][c:10]([C:37](=[O:38])[OH:40])[n:11][c:12]([NH:23][S:24](=[O:25])(=[O:26])[c:27]2[cH:28][cH:29][c:30]([C:33]([CH3:34])([CH3:35])[CH3:36])[cH:31][cH:32]2)[c:13]1[O:14][c:15]1[cH:16][c:17]([O:21][CH3:22])[cH:18][cH:19][cH:20]1. The reactants are O=C([O-])O, CCN=C=NCCCN(C)C, CNC, ClC(Cl)Cl, CN(C)C(=O)C1CCC(C(=O)Nc2c(C(=O)Nc3ccc(Cl)cn3)oc3ccc(C(=O)O)cc23)CC1, Cl, Cl, [Na+], On1nnc2ccccc21, c1ccncc1. Yields the product CN(C)C(=O)c1ccc2oc(C(=O)Nc3ccc(Cl)cn3)c(NC(=O)C3CCC(C(=O)N(C)C)CC3)c2c1. Reaction SMILES: [C:63](=[O:64])([O-:65])[OH:66].[CH2:52]([N:53]=[C:54]=[N:55][CH2:56][CH2:57][CH2:58][N:59]([CH3:60])[CH3:61])[CH3:62].[CH3:38][NH:39][CH3:40].[CH:74]([Cl:75])([Cl:76])[Cl:77].[Cl:1][c:2]1[cH:3][cH:4][c:5]([NH:8][C:9](=[O:10])[c:11]2[o:12][c:13]3[c:14]([c:15]2[NH:16][C:17](=[O:18])[CH:19]2[CH2:20][CH2:21][CH:22]([C:25](=[O:26])[N:27]([CH3:28])[CH3:29])[CH2:23][CH2:24]2)[cH:30][c:31]([C:34](=[O:35])[OH:36])[cH:32][cH:33]3)[n:6][cH:7]1.[ClH:37].[ClH:51].[Na+:67].[OH:41][n:42]1[c:43]2[cH:44][cH:45][cH:46][cH:47][c:48]2[n:49][n:50]1.[n:68]1[cH:69][cH:70][cH:71][cH:72][cH:73]1>>[Cl:1][c:2]1[cH:3][cH:4][c:5]([NH:8][C:9](=[O:10])[c:11]2[o:12][c:13]3[c:14]([c:15]2[NH:16][C:17](=[O:18])[CH:19]2[CH2:20][CH2:21][CH:22]([C:25](=[O:26])[N:27]([CH3:28])[CH3:29])[CH2:23][CH2:24]2)[cH:30][c:31]([C:34](=[O:36])[N:39]([CH3:38])[CH3:40])[cH:32][cH:33]3)[n:6][cH:7]1.